From a dataset of the Open Reaction Database (ORD), a public repository of structured organic reaction records. describe an organic reaction: reactants, conditions, products, and yield Starting materials: BrC1=CC(=C(OC2=CC=C(C=C2)O)C=C1)F (4-(4-bromo-2-fluorophenoxy)phenol), CS(=O)(=O)[O-] (methanesulfonate), C(C(O)C)(=O)OC (methyl lactate), C([O-])([O-])=O.[K+].[K+] (potassium carbonate). Solvent: CS(=O)C (DMSO), O (water). Yields the product COC(C(C)OC1=CC=C(C=C1)OC1=C(C=C(C=C1)Br)F)=O (2-[4-(4-bromo-2-fluorophenoxy)phenoxy]propionic acid methyl ester). The yield is 189.6%. As a reaction SMILES: [Br:1][C:2]1[CH:15]=[CH:14][C:5]([O:6][C:7]2[CH:12]=[CH:11][C:10]([OH:13])=[CH:9][CH:8]=2)=[C:4]([F:16])[CH:3]=1.CS([O-])(=O)=O.[C:22]([O:27][CH3:28])(=[O:26])[CH:23]([CH3:25])O.C(=O)([O-])[O-].[K+].[K+]>CS(C)=O.O>[CH3:28][O:27][C:22](=[O:26])[CH:23]([O:13][C:10]1[CH:9]=[CH:8][C:7]([O:6][C:5]2[CH:14]=[CH:15][C:2]([Br:1])=[CH:3][C:4]=2[F:16])=[CH:12][CH:11]=1)[CH3:25] |f:3.4.5|. Procedure details: A mixture of the 4-(4-bromo-2-fluorophenoxy)phenol (2.83 g, 0.01 mol), the methanesulfonate of S methyl lactate (18.2 g, 0.01 mol), and potassium carbonate (1.67 g, 0.012 mol) in DMSO (70 ml) was stirred at room temperature for 40 hours, then poured into water (700 ml). The mixture was extracted with ether (2×200 ml). Pentane (100 ml) was added to the combined ether extracts and the resulting solution washed with water (300 ml). The organic phase was dried (MgSO4) and the solvent evaporated to g... The reactants are C1CCOC1, CO, COC(=O)c1ccc(NC(=O)c2cc(N(CC3CC3)C3CCCCC3)ncn2)cc1F, Cl, [Na+], [OH-]. Product: O=C(Nc1ccc(C(=O)O)c(F)c1)c1cc(N(CC2CC2)C2CCCCC2)ncn1. As a reaction SMILES: [CH2:35]1[O:36][CH2:37][CH2:38][CH2:39]1.[CH3:40][OH:41].[CH:1]1([N:7]([c:8]2[cH:9][c:10]([C:14](=[O:15])[NH:16][c:17]3[cH:18][c:19]([F:27])[c:20]([C:21](=[O:22])[O:23][CH3:24])[cH:25][cH:26]3)[n:11][cH:12][n:13]2)[CH2:28][CH:29]2[CH2:30][CH2:31]2)[CH2:2][CH2:3][CH2:4][CH2:5][CH2:6]1.[ClH:34].[Na+:33].[OH-:32]>>[CH:1]1([N:7]([c:8]2[cH:9][c:10]([C:14](=[O:15])[NH:16][c:17]3[cH:18][c:19]([F:27])[c:20]([C:21](=[O:22])[OH:23])[cH:25][cH:26]3)[n:11][cH:12][n:13]2)[CH2:28][CH:29]2[CH2:30][CH2:31]2)[CH2:2][CH2:3][CH2:4][CH2:5][CH2:6]1. Starting materials: N1C=C(C2=CC=CC=C12)CC(=O)O (Indole 3-acetic acid), [OH-].C(C1=CC=CC=C1)[N+](C1=CC=CC=C1)(CC)CC (benzyl diethyl anilinium hydroxide). Run in CCCCCC (Hexane). The product is C(C1=CC=CC=C1)OC(CC1=CNC2=CC=CC=C12)=O (indole-3-acetic acid benzyl ester). Yield: 80.4%. RXN SMILES: [NH:1]1[C:9]2[C:4](=[CH:5][CH:6]=[CH:7][CH:8]=2)[C:3]([CH2:10][C:11]([OH:13])=[O:12])=[CH:2]1.[OH-].[CH2:15]([N+](CC)(CC)C1C=CC=CC=1)[C:16]1[CH:21]=[CH:20][CH:19]=[CH:18][CH:17]=1>CCCCCC>[CH2:15]([O:12][C:11](=[O:13])[CH2:10][C:3]1[C:4]2[C:9](=[CH:8][CH:7]=[CH:6][CH:5]=2)[NH:1][CH:2]=1)[C:16]1[CH:21]=[CH:20][CH:19]=[CH:18][CH:17]=1 |f:1.2|. Procedure details: Indole 3-acetic acid 1 (9.45 g, 0.054 mol) was dissolved in methanolic benzyl diethyl anilinium hydroxide (0.54 mol) and the solvent removed in vacuo. The oily residue of the benzyl dimethyl anilinium salt was agitated with benzene, the benzene evaporated and the salt refluxed in toluene (170 ml, 1 h). Traces of unreacted acid and dimethyl aniline by-product were removed by extracting the toluene solution with water, dilute hydrochloric acid (1N) and water. The organic layer was dried over sodiu... The reactants are C[O-].[Na+] (sodium methoxide), Na, [N+](=O)([O-])C1=C(C(=[N+](C=C1C)[O-])C)C (4-nitro-2,3,5-trimethylpyridine-N-oxide). Solvent: CO (MeOH). Product: COC1=C(C(=[N+](C=C1C)[O-])C)C (4-methoxy-2,3,5-trimethylpyridine-N-oxide). Isolated yield 90.0%. As a reaction SMILES: [CH3:1][O-:2].[Na+].[N+]([C:7]1[C:12]([CH3:13])=[CH:11][N+:10]([O-:14])=[C:9]([CH3:15])[C:8]=1[CH3:16])([O-])=O>CO>[CH3:1][O:2][C:7]1[C:12]([CH3:13])=[CH:11][N+:10]([O-:14])=[C:9]([CH3:15])[C:8]=1[CH3:16] |f:0.1|. Procedure details: To a solution of sodium methoxide, prepared from Na (8.62 g, 0.375 mol) and MeOH (500 ml), was added 4-nitro-2,3,5-trimethylpyridine-N-oxide (45.5 g, 0.25 mol). The reaction mixture was refluxed for 5 h, cooled to rt and most of the solvent removed in vacuo. The slurry was diluted with water (100 ml) and extracted with CH2Cl2 (3×100 ml). The extracts were combined, washed with sat. NaCl solution, dried (MgSO4) and the solvent removed in vacuo to give 4-methoxy-2,3,5-trimethylpyridine-N-oxide as ... Starting materials: O=C1CCC(=O)N1Br, CC(=O)OC1CCC2(C)C3=CCC4(C)C(C(C)=O)CCC4C3CCC2C1, CC(=O)O, [O-][Cl+3]([O-])([O-])O, [Na+], C1COCCO1, [OH-], O. The product is CC(=O)OC1CCC2(C)C(CCC3C4CCC(C(C)=O)C4(C)CC4OC432)C1. Reaction SMILES: [Br:27][N:28]1[C:29](=[O:31])[CH2:32][CH2:33][C:34]1=[O:30].[C:1]([CH3:2])(=[O:3])[O:4][CH:5]1[CH2:6][CH:7]2[CH2:8][CH2:9][CH:10]3[CH:11]4[CH2:12][CH2:13][CH:14]([C:15]([CH3:16])=[O:17])[C:18]4([CH3:26])[CH2:19][CH:20]=[C:21]3[C:22]2([CH3:25])[CH2:23][CH2:24]1.[CH3:49][C:50](=[O:51])[OH:52].[Cl+3:35]([OH:36])([O-:37])([O-:38])[O-:39].[Na+:41].[O:42]1[CH2:43][CH2:44][O:45][CH2:46][CH2:47]1.[OH-:40].[OH2:48]>>[C:1]([CH3:2])(=[O:3])[O:4][CH:5]1[CH2:6][CH:7]2[CH2:8][CH2:9][CH:10]3[CH:11]4[CH2:12][CH2:13][CH:14]([C:15]([CH3:16])=[O:17])[C:18]4([CH3:26])[CH2:19][CH:20]4[C:21]3([C:22]2([CH3:25])[CH2:23][CH2:24]1)[O:30]4. The reactants are [Br-], [Br-], Brc1ccsc1Br, CC(C)(C)OOC(=O)c1ccccc1, [Li]CCCC, CCOCC, [Mg+2]. The product is CC(C)(C)Oc1sccc1Br. Reaction SMILES: [Br-:13].[Br-:15].[Br:1][c:2]1[s:3][cH:4][cH:5][c:6]1[Br:7].[C:16]([CH3:17])([CH3:18])([CH3:19])[O:20][O:21][C:22](=[O:23])[c:24]1[cH:25][cH:26][cH:27][cH:28][cH:29]1.[CH2:8]([Li:9])[CH2:10][CH2:11][CH3:12].[CH3:30][CH2:31][O:32][CH2:33][CH3:34].[Mg+2:14]>>[c:2]1([O:20][C:16]([CH3:17])([CH3:18])[CH3:19])[s:3][cH:4][cH:5][c:6]1[Br:7]. The reactants are C(CCCCCCCCCCCCCCCCCCCCC)OC=1C=C(CCl)C=C(C1)OCCCCCCCCCCCCCCCCCCCCCC (3,5-Di(docosyloxy)benzylchloride), OC1=C(C=O)C=CC(=C1)OC (2-hydroxy-4-methoxybenzaldehyde), C([O-])([O-])=O.[K+].[K+] (potassium carbonate). Solvent: CN(C)C=O (DMF). Reaction conditions: temperature 80 celsius, time 6 hour. Product: C(CCCCCCCCCCCCCCCCCCCCC)OC=1C=C(CC2=C(C=O)C=CC(=C2)OC)C=C(C1)OCCCCCCCCCCCCCCCCCCCCCC (2-[3′,5′-di(docosyloxy)benzyl]-4-methoxybenzaldehyde). The yield is 96.6%. Reaction SMILES: [CH2:1]([O:23][C:24]1[CH:25]=[C:26]([CH:29]=[C:30]([O:32][CH2:33][CH2:34][CH2:35][CH2:36][CH2:37][CH2:38][CH2:39][CH2:40][CH2:41][CH2:42][CH2:43][CH2:44][CH2:45][CH2:46][CH2:47][CH2:48][CH2:49][CH2:50][CH2:51][CH2:52][CH2:53][CH3:54])[CH:31]=1)[CH2:27]Cl)[CH2:2][CH2:3][CH2:4][CH2:5][CH2:6][CH2:7][CH2:8][CH2:9][CH2:10][CH2:11][CH2:12][CH2:13][CH2:14][CH2:15][CH2:16][CH2:17][CH2:18][CH2:19][CH2:20][CH2:21][CH3:22].O[C:56]1[CH:63]=[C:62]([O:64][CH3:65])[CH:61]=[CH:60][C:57]=1[CH:58]=[O:59].C(=O)([O-])[O-].[K+].[K+]>CN(C=O)C>[CH2:1]([O:23][C:24]1[CH:25]=[C:26]([CH:29]=[C:30]([O:32][CH2:33][CH2:34][CH2:35][CH2:36][CH2:37][CH2:38][CH2:39][CH2:40][CH2:41][CH2:42][CH2:43][CH2:44][CH2:45][CH2:46][CH2:47][CH2:48][CH2:49][CH2:50][CH2:51][CH2:52][CH2:53][CH3:54])[CH:31]=1)[CH2:27][C:56]1[CH:63]=[C:62]([O:64][CH3:65])[CH:61]=[CH:60][C:57]=1[CH:58]=[O:59])[CH2:2][CH2:3][CH2:4][CH2:5][CH2:6][CH2:7][CH2:8][CH2:9][CH2:10][CH2:11][CH2:12][CH2:13][CH2:14][CH2:15][CH2:16][CH2:17][CH2:18][CH2:19][CH2:20][CH2:21][CH3:22] |f:2.3.4|. Procedure: 3,5-Di(docosyloxy)benzylchloride (450 mg, 0.58 mmol), 2-hydroxy-4-methoxybenzaldehyde (185 mg, 1.22 mmol) and potassium carbonate (200 mg, 1.45 mmol) were suspended in DMF (4.5 ml), and the mixture was stirred at 80° C. for 6 hr. The reaction mixture was extracted with chloroform (20 ml), and washed 3 times with 1N hydrochloric acid (7 ml). The solvent was evaporated and the obtained residue was precipitated with methanol (5 ml) to give 2-[3′,5′-di(docosyloxy)benzyl]-4-methoxybenzaldehyde (502 g... Reactants: resultant mixture, FC1=CC2=C(N(C(CO2)=O)CC#C)C=C1NC(=O)OC (7-fluoro-6-methoxycarbonylamino-4-propargyl-2H-1,4-benzoxazin-3(4H)-one), N\C(=C/C(=O)OCC)\C(F)(F)F (ethyl 3-amino-4,4,4-trifluorocrotonate), O (water), [H-].[Na+] (sodium hydride). The solvent is CN(C=O)C (dimethylformamide). The product is FC1=CC2=C(N(C(CO2)=O)CC#C)C=C1N1C(NC(=CC1=O)C(F)(F)F)=O (1-[7-fluoro-4-propargyl-2H-1,4-benzoxazin-3(4H)-on-6-yl]-4-trifluoromethyl-1,2,3,6-tetrahydropyrimidine-2,6-dione). Reaction SMILES: [F:1][C:2]1[C:15]([NH:16][C:17](OC)=[O:18])=[CH:14][C:5]2[N:6]([CH2:11][C:12]#[CH:13])[C:7](=[O:10])[CH2:8][O:9][C:4]=2[CH:3]=1.[NH2:21]/[C:22](/[C:29]([F:32])([F:31])[F:30])=[CH:23]\[C:24]([O:26]CC)=O.[H-].[Na+].O>CN(C)C=O>[F:1][C:2]1[C:15]([N:16]2[C:24](=[O:26])[CH:23]=[C:22]([C:29]([F:30])([F:31])[F:32])[NH:21][C:17]2=[O:18])=[CH:14][C:5]2[N:6]([CH2:11][C:12]#[CH:13])[C:7](=[O:10])[CH2:8][O:9][C:4]=2[CH:3]=1 |f:2.3|. Procedure: A mixture of 7-fluoro-6-methoxycarbonylamino-4-propargyl-2H-1,4-benzoxazin-3(4H)-one (1.4 g) and ethyl 3-amino-4,4,4-trifluorocrotonate was dissolved in dimethylformamide (5 g), and sodium hydride (0.2 g) was added thereto. The resultant mixture was stirred for 30 minutes while cooling with ice and heated under reflux for 3 hours. After cooling, the reaction mixture was poured into water and extracted with ethyl acetate. The organic layer was concentrated, and the residue was purified by column ... The reactants are OCCCCCCCCCBr, CN(C)CC(N)CC(=O)OCc1ccccc1, COc1ccc(O)cc1OC, COc1ccc(OCCCCCCCCCO)cc1OC, COc1ccc(OCCCCCCCCC(=O)O)cc1OC, Cl, Cl. Yields the product COc1ccc(OCCCCCCCCC(=O)NC(CC(=O)OCc2ccccc2)CN(C)C)cc1OC. Reaction SMILES: [Br:12][CH2:13][CH2:14][CH2:15][CH2:16][CH2:17][CH2:18][CH2:19][CH2:20][CH2:21][OH:22].[CH2:68]([c:69]1[cH:70][cH:71][cH:72][cH:73][cH:74]1)[O:75][C:76]([CH2:77][CH:78]([CH2:79][N:80]([CH3:81])[CH3:82])[NH2:83])=[O:84].[CH3:1][O:2][c:3]1[cH:4][c:5]([OH:6])[cH:7][cH:8][c:9]1[O:10][CH3:11].[CH3:23][O:24][c:25]1[cH:26][c:27]([O:28][CH2:29][CH2:30][CH2:31][CH2:32][CH2:33][CH2:34][CH2:35][CH2:36][CH2:37][OH:38])[cH:39][cH:40][c:41]1[O:42][CH3:43].[CH3:44][O:45][c:46]1[cH:47][c:48]([O:54][CH2:55][CH2:56][CH2:57][CH2:58][CH2:59][CH2:60][CH2:61][CH2:62][C:63]([OH:64])=[O:65])[cH:49][cH:50][c:51]1[O:52][CH3:53].[ClH:66].[ClH:67]>>[CH3:23][O:24][c:25]1[cH:26][c:27]([O:28][CH2:29][CH2:30][CH2:31][CH2:32][CH2:33][CH2:34][CH2:35][CH2:36][C:37](=[O:38])[NH:83][CH:78]([CH2:77][C:76]([O:75][CH2:68][c:69]2[cH:70][cH:71][cH:72][cH:73][cH:74]2)=[O:84])[CH2:79][N:80]([CH3:81])[CH3:82])[cH:39][cH:40][c:41]1[O:42][CH3:43]. Starting materials: CC(=O)O, Cn1nc(-c2ccc([N+](=O)[O-])o2)c2c(N)ncnc21, OO. The product is Cn1nc(-c2ccc([N+](=O)[O-])o2)c2c(N)[n+]([O-])cnc21. As a reaction SMILES: [CH3:22][C:23](=[O:24])[OH:25].[NH2:1][c:2]1[c:3]2[c:4]([n:5][cH:6][n:7]1)[n:8]([CH3:19])[n:9][c:10]2-[c:11]1[o:12][c:13]([N+:16](=[O:17])[O-:18])[cH:14][cH:15]1.[OH:20][OH:21]>>[NH2:1][c:2]1[c:3]2[c:4]([n:5][cH:6][n+:7]1[O-:20])[n:8]([CH3:19])[n:9][c:10]2-[c:11]1[o:12][c:13]([N+:16](=[O:17])[O-:18])[cH:14][cH:15]1.